From a dataset of the Open Reaction Database (ORD), a public repository of structured organic reaction records. describe an organic reaction: reactants, conditions, products, and yield The reactants are C(C)(C)[N-]C(C)C.[Li+] (lithium diisopropyl amide), CC=1N(C2=C(C=NC=3C=CC=CC23)N1)CC(C)C (2-Methyl-1-(2-methylpropyl)-1H-imidazo[4,5-c]quinoline), CON(C(C)=O)C (N-methoxy-N-methylacetamide). The solvent is O1CCCC1 (tetrahydrofuran). Reaction conditions: temperature -78 celsius. Product: CC(CN1C(=NC=2C=NC=3C=CC=CC3C21)CC(C)=O)C (1-[1-(2-Methylpropyl)-1H-imidazo[4,5-c]quinolin-2-yl]propan-2-one). As a reaction SMILES: [CH3:1][C:2]1[N:3]([CH2:15][CH:16]([CH3:18])[CH3:17])[C:4]2[C:13]3[CH:12]=[CH:11][CH:10]=[CH:9][C:8]=3[N:7]=[CH:6][C:5]=2[N:14]=1.C([N-]C(C)C)(C)C.[Li+].CON(C)[C:30](=[O:32])[CH3:31]>O1CCCC1>[CH3:17][CH:16]([CH3:18])[CH2:15][N:3]1[C:4]2[C:13]3[CH:12]=[CH:11][CH:10]=[CH:9][C:8]=3[N:7]=[CH:6][C:5]=2[N:14]=[C:2]1[CH2:1][C:30](=[O:32])[CH3:31] |f:1.2|. Procedure details: 2-Methyl-1-(2-methylpropyl)-1H-imidazo[4,5-c]quinoline (1 g, 4.2 mmol) was dissolved in anhydrous tetrahydrofuran (20 mL) then cooled to -78° C. A portion of lithium diisopropyl amide (2.8 mL, 4.2 mmol) was added dropwise to the cooled solution. At 10 minutes post addition, N-methoxy-N-methylacetamide (0.45 g, 4.4 mmol), prepared according to the method of T. A. Oster and T. M. Harris, Tetrahedron Letters, 24, 1851 (1983) was added. After 15 minutes the reaction was quenched with water and the r... The reactants are SCCS, Cc1cccc(C=O)c1, ClC(Cl)Cl, Cl. The product is Cc1cccc(C2SCCS2)c1. Reaction SMILES: [CH2:11]([CH2:12][SH:13])[SH:14].[CH3:2][c:3]1[cH:4][cH:5][cH:6][c:7]([CH:8]=[O:9])[cH:10]1.[Cl:15][CH:16]([Cl:17])[Cl:18].[ClH:1]>>[CH3:2][c:3]1[cH:4][cH:5][cH:6][c:7]([CH:8]2[S:13][CH2:12][CH2:11][S:14]2)[cH:10]1. Starting materials: FC(C=1C=C(CCl)C=CC1)(F)F (3-trifluoromethylbenzyl chloride), S(=O)([O-])[O-].[Na+].[Na+] (sodium sulfite). Solvent: O (water). Yields the product FC(C=1C=C(CS(=O)(=O)[O-])C=CC1)(F)F.[Na+] (sodium 3-trifluoromethylbenzylsulfonate). Isolated yield 90.5%. RXN SMILES: [F:1][C:2]([F:12])([F:11])[C:3]1[CH:4]=[C:5]([CH:8]=[CH:9][CH:10]=1)[CH2:6]Cl.[S:13]([O-:16])([O-:15])=[O:14].[Na+:17].[Na+]>O>[F:1][C:2]([F:12])([F:11])[C:3]1[CH:4]=[C:5]([CH:8]=[CH:9][CH:10]=1)[CH2:6][S:13]([O-:16])(=[O:15])=[O:14].[Na+:17] |f:1.2.3,5.6|. Reported procedure: A mixture containing 50 g of 3-trifluoromethylbenzyl chloride and 32.4 g of sodium sulfite in 200 ml of water was refluxed for five hours and then concentrated by evaporation. The concentrate was then filtered to collect the precipitate (product). The precipitate was then washed with ethyl ether and then dried in a vacuum oven affording 61 g of sodium 3-trifluoromethylbenzylsulfonate. Reactants: O (water), ClC=1C(=C(C=2N(N1)C(=NN2)NCC(F)(F)F)C)C ((6-Chloro-7,8-dimethyl-[1,2,4]triazolo[4,3-b]pyridazin-3-yl)(2,2,2-trifluoroethyl)amine), [O-]CC.[Na+] (sodium ethoxide), [O-]CC.[Na+] (sodium ethoxide). Run in C(C)O (ethanol). Reaction conditions: temperature 50 celsius, time 4 hour. The product is C(C)OC=1C(=C(C=2N(N1)C(=NN2)NCC(F)(F)F)C)C ((6-Ethoxy-7,8-dimethyl-[1,2,4]triazolo[4,3-b]pyridazin-3-yl)(2,2,2-trifluoroethyl)amine). The yield is 99.6%. RXN SMILES: Cl[C:2]1[C:3]([CH3:18])=[C:4]([CH3:17])[C:5]2[N:6]([C:8]([NH:11][CH2:12][C:13]([F:16])([F:15])[F:14])=[N:9][N:10]=2)[N:7]=1.[O-:19][CH2:20][CH3:21].[Na+].O>C(O)C>[CH2:20]([O:19][C:2]1[C:3]([CH3:18])=[C:4]([CH3:17])[C:5]2[N:6]([C:8]([NH:11][CH2:12][C:13]([F:16])([F:15])[F:14])=[N:9][N:10]=2)[N:7]=1)[CH3:21] |f:1.2|. Procedure: (6-Chloro-7,8-dimethyl-[1,2,4]triazolo[4,3-b]pyridazin-3-yl)(2,2,2-trifluoroethyl)amine (W2.150; 330 mg) was initially charged in ethanol (25 ml) and admixed with sodium ethoxide (90 mg). The reaction mixture was stirred at 50° C. for 4 h, then further sodium ethoxide (10 mg) was added and the mixture was stirred further at 50° C. for 3 h. After standing overnight, the mixture was admixed with water and dried. The residue was taken up in EA and washed three times with water. The EA phase was dri... Reactants: C(C1=CC=CC=C1)OC1=CC2=C(CCNCC2)C=C1 (7-Benzyloxy-1,2,4,5-tetrahydro-benzo[d]azepine), C1(CCCCC1)=O (cyclohexanone). The product is C(C1=CC=CC=C1)OC1=CC2=C(CCN(CC2)C2CCCCC2)C=C1 (7-Benzyloxy-3-cyclohexyl-2,3,4,5-tetrahydro-1H-benzo[d]azepine). Reaction SMILES: [CH2:1]([O:8][C:9]1[CH:19]=[CH:18][C:12]2[CH2:13][CH2:14][NH:15][CH2:16][CH2:17][C:11]=2[CH:10]=1)[C:2]1[CH:7]=[CH:6][CH:5]=[CH:4][CH:3]=1.[C:20]1(=O)[CH2:25][CH2:24][CH2:23][CH2:22][CH2:21]1>>[CH2:1]([O:8][C:9]1[CH:19]=[CH:18][C:12]2[CH2:13][CH2:14][N:15]([CH:20]3[CH2:25][CH2:24][CH2:23][CH2:22][CH2:21]3)[CH2:16][CH2:17][C:11]=2[CH:10]=1)[C:2]1[CH:3]=[CH:4][CH:5]=[CH:6][CH:7]=1. Procedure: Example 139 (E139) was prepared from Description 2 (D2) and cyclohexanone using the method described for Example 1; MS (ES+) m/e 336 [M+H]+. Starting materials: CC(=O)O, CC(C)(C)CC1CN(C(=O)c2ccc(Cl)nc2)C(c2cccc(Cl)c2F)C1(C#N)c1ccc(Cl)cc1F, O. Product: CC(C)(C)CC1CN(C(=O)c2ccc(=O)[nH]c2)C(c2cccc(Cl)c2F)C1(C#N)c1ccc(Cl)cc1F. As a reaction SMILES: [CH3:38][C:39]([OH:40])=[O:41].[Cl:1][c:2]1[c:3]([F:37])[c:4]([CH:8]2[N:9]([C:28](=[O:29])[c:30]3[cH:31][n:32][c:33]([Cl:36])[cH:34][cH:35]3)[CH2:10][CH:11]([CH2:23][C:24]([CH3:25])([CH3:26])[CH3:27])[C:12]2([C:13]#[N:14])[c:15]2[c:16]([F:22])[cH:17][c:18]([Cl:21])[cH:19][cH:20]2)[cH:5][cH:6][cH:7]1.[OH2:42]>>[Cl:1][c:2]1[c:3]([F:37])[c:4]([CH:8]2[N:9]([C:28](=[O:29])[c:30]3[cH:31][nH:32][c:33](=[O:40])[cH:34][cH:35]3)[CH2:10][CH:11]([CH2:23][C:24]([CH3:25])([CH3:26])[CH3:27])[C:12]2([C:13]#[N:14])[c:15]2[c:16]([F:22])[cH:17][c:18]([Cl:21])[cH:19][cH:20]2)[cH:5][cH:6][cH:7]1. Starting materials: 4A, OC=1C=C(C=CC1O)CC(=O)O (3,4-dihydroxyphenylacetic acid), C1(=CC=C(C=C1)S(=O)(=O)O)C (p-toluenesulfonic acid), CC(=O)C (acetone). Run in C1=CC=CC=C1 (benzene). Conditions: time 1 hour. Product: CC1(OC2=C(O1)C=CC(=C2)CCO)C (2,2-Dimethyl-5-(2-hydroxyethyl)-1,3-benzodioxole). As a reaction SMILES: [OH:1][C:2]1[CH:3]=[C:4]([CH2:9][C:10]([OH:12])=O)[CH:5]=[CH:6][C:7]=1[OH:8].[C:13]1(C)[CH:18]=CC(S(O)(=O)=O)=C[CH:14]=1.CC(C)=O>C1C=CC=CC=1>[CH3:14][C:13]1([CH3:18])[O:8][C:7]2[CH:6]=[CH:5][C:4]([CH2:9][CH2:10][OH:12])=[CH:3][C:2]=2[O:1]1. Procedure: 1.7 g of 3,4-dihydroxyphenylacetic acid, a catalytic amount of p-toluenesulfonic acid, 10 ml of acetone and 10 ml of benzene were heated under reflux for 18 h. The reflux solution was dehydrated with Molecular Sieve 4A. The reaction mixture was concentrated and the obtained dark brown oil was dissolved in 20 ml of tetrahydrofuran. The solution was added to a suspension of 0.8 g of lithium aluminum hydride in 30 ml of tetrahydrofuran under cooling with ice. The mixture was stirred at room tempera...